From a dataset of the Open Reaction Database (ORD), a public repository of structured organic reaction records. describe an organic reaction: reactants, conditions, products, and yield The reactants are CCO, CC(=O)Nc1ncc([N+](=O)[O-])cn1, [Pd]. Product: CC(=O)Nc1ncc(N)cn1. Reaction SMILES: [CH3:14][CH2:15][OH:16].[N+:1]([O-:2])(=[O:3])[c:4]1[cH:5][n:6][c:7]([NH:10][C:11]([CH3:12])=[O:13])[n:8][cH:9]1.[Pd:17]>>[NH2:1][c:4]1[cH:5][n:6][c:7]([NH:10][C:11]([CH3:12])=[O:13])[n:8][cH:9]1. As a reaction SMILES: [C:1]([CH3:2])(=[O:3])[c:4]1[c:5]([O:23][CH3:24])[c:6]([CH2:20][CH2:21][CH3:22])[c:7]([CH2:10][O:11][c:12]2[cH:13][cH:14][c:15]([CH:16]=[O:17])[cH:18][cH:19]2)[cH:8][cH:9]1.[CH3:26][C:27](=[O:28])[O-:29].[CH3:37][C:38](=[O:39])[OH:40].[Na+:25].[S:30]1[C:31](=[S:32])[NH:33][C:34](=[O:35])[CH2:36]1>>[C:1]([CH3:2])(=[O:3])[c:4]1[c:5]([O:23][CH3:24])[c:6]([CH2:20][CH2:21][CH3:22])[c:7]([CH2:10][O:11][c:12]2[cH:13][cH:14][c:15]([CH:16]=[C:36]3[S:30][C:31](=[S:32])[NH:33][C:34]3=[O:35])[cH:18][cH:19]2)[cH:8][cH:9]1. The reactants are CCCc1c(COc2ccc(C=O)cc2)ccc(C(C)=O)c1OC, CC(=O)[O-], CC(=O)O, [Na+], O=C1CSC(=S)N1. The product is CCCc1c(COc2ccc(C=C3SC(=S)NC3=O)cc2)ccc(C(C)=O)c1OC. Reactants: C(C1=CC=CC=C1)Br (benzyl bromide), C(=O)(O)[O-].[Na+] (NaHCO3), OCC1(CC1)C1=NN2C(C(=CC=C2C=2C=C(C#N)C=CC2)OC)=N1 (3-[2-(1-Hydroxymethyl-cyclopropyl)-8-methoxy-[1,2,4]triazolo[1,5-a]pyridin-5-yl]-benzonitrile), OCC1(CC1)C1=NN2C(C(=CC=C2C=2C=C(C#N)C=CC2)OC)=N1 (3-[2-(1-Hydroxymethyl-cyclopropyl)-8-methoxy-[1,2,4]triazolo[1,5-a]pyridin-5-yl]-benzonitrile), [H-].[Na+] (NaH). Run in O (H2O), CN(C)C=O (DMF). Reaction conditions: temperature 65 celsius, time 30 minute. Yields the product C(C1=CC=CC=C1)OCC1(CC1)C1=NN2C(C(=CC=C2C=2C=C(C#N)C=CC2)OC)=N1 (3-[2-(1-Benzyloxymethyl-cyclopropyl)-8-methoxy-[1,2,4]-triazolo[1,5-a]pyridin-5-yl]-benzonitrile). RXN SMILES: [OH:1][CH2:2][C:3]1([C:6]2[N:24]=[C:9]3[C:10]([O:22][CH3:23])=[CH:11][CH:12]=[C:13]([C:14]4[CH:15]=[C:16]([CH:19]=[CH:20][CH:21]=4)[C:17]#[N:18])[N:8]3[N:7]=2)[CH2:5][CH2:4]1.[H-].[Na+].[CH2:27](Br)[C:28]1[CH:33]=[CH:32][CH:31]=[CH:30][CH:29]=1.C([O-])(O)=O.[Na+]>CN(C=O)C.O>[CH2:27]([O:1][CH2:2][C:3]1([C:6]2[N:24]=[C:9]3[C:10]([O:22][CH3:23])=[CH:11][CH:12]=[C:13]([C:14]4[CH:15]=[C:16]([CH:19]=[CH:20][CH:21]=4)[C:17]#[N:18])[N:8]3[N:7]=2)[CH2:5][CH2:4]1)[C:28]1[CH:33]=[CH:32][CH:31]=[CH:30][CH:29]=1 |f:1.2,4.5|. Reported procedure: Under an argon atmosphere [1-(5-Iodo-8-methoxy-[1,2,4]triazolo[1,5-a]pyridin-2-yl)-cyclopropyl]-methanol (compound 150)(0.033 g, 0.06 mmol) was dissolved in DMF (0.5 mL). NaH (0.014 g, 0.36 mmol) was added and the suspension was heated at 65° C. for 1 h after which benzyl bromide (0.071 mL, 0.6 mmol) was added. The reaction mixture was stirred at 65° C. for 30 min after which is was cooled to rt. Aq. NaHCO3 and H2O was added. The aqueous phase was extracted with EtOAc (×2). The combined organic ... Starting materials: BrC=1C=CC(=C(C1)N)OC(F)(F)F (5-bromo-2-trifluoromethoxy-phenylamine), [Li]N([Si](C)(C)C)[Si](C)(C)C (LiN(TMS)2), CN1CCNCC1 (N-methylpiperazine). Reagents/catalysts: C=1C=CC(=CC1)/C=C/C(=O)/C=C/C2=CC=CC=C2.C=1C=CC(=CC1)/C=C/C(=O)/C=C/C2=CC=CC=C2.C=1C=CC(=CC1)/C=C/C(=O)/C=C/C2=CC=CC=C2.[Pd].[Pd] (Pd2(dba)3), C1(CCCCC1)P(C1=C(C=CC=C1)C1=C(C=CC=C1)N(C)C)C1CCCCC1 (2-dicyclohexylphosphino-2′-(N,N-dimethylamino)-biphenyl). Solvent: C1CCOC1 (THF). Yields the product CN1CCN(CC1)C1=CC(=C(C=C1)N)OC(F)(F)F (4-(4-methyl-piperazin-1-yl)-2-trifluoromethoxy-phenylamine). Isolated yield 69.6%. RXN SMILES: Br[C:2]1[CH:3]=[CH:4][C:5]([O:9][C:10]([F:13])([F:12])[F:11])=[C:6]([NH2:8])[CH:7]=1.[Li]N([Si](C)(C)C)[Si](C)(C)C.[CH3:24][N:25]1[CH2:30][CH2:29][NH:28][CH2:27][CH2:26]1>C1COCC1.C1C=CC(/C=C/C(/C=C/C2C=CC=CC=2)=O)=CC=1.C1C=CC(/C=C/C(/C=C/C2C=CC=CC=2)=O)=CC=1.C1C=CC(/C=C/C(/C=C/C2C=CC=CC=2)=O)=CC=1.[Pd].[Pd].C1(P(C2CCCCC2)C2C=CC=CC=2C2C=CC=CC=2N(C)C)CCCCC1>[CH3:24][N:25]1[CH2:30][CH2:29][N:28]([C:3]2[CH:2]=[CH:7][C:6]([NH2:8])=[C:5]([O:9][C:10]([F:13])([F:12])[F:11])[CH:4]=2)[CH2:27][CH2:26]1 |f:4.5.6.7.8|. Procedure details: Pd2(dba)3 (1.1 g, 1.2 mmol), 2-dicyclohexylphosphino-2′-(N,N-dimethylamino)-biphenyl (0.94 g, 2.4 mmol), 5-bromo-2-trifluoromethoxy-phenylamine (30.7 g, 120 mmol) in THF (50 mL) were charged in a round-bottom flask flushed with argon. The flask was evacuated and backfilled with argon. LiN(TMS)2 solution (1M in THF, 288 mL) and N-methylpiperazine (26.7 mL, 194 mmol) were added and the reaction refluxed for 1 hours. The reaction mixture was then allowed to cool to room temperature and filtered thr... Starting materials: 200W, BrC=1C=CC(=NC1)N1C[C@H](CC1)NCC1=C(C=C(C=C1)Cl)Cl ((S)-[1-(5-bromopyridin-2-yl)-pyrrolidin-3-yl]-(2,4-dichlorobenzyl)-amine), C1(=CC=CC=C1)B(O)O (phenylboronic acid), tetakis(triphenylphosphine)palladium (0), C([O-])([O-])=O.[Na+].[Na+] (sodium carbonate), COCCOC (ethylene glycol dimethyl ether). The product is CC(C)CCC (2-methylpentane), ClC1=C(CN[C@@H]2CN(CC2)C2=NC=C(C=C2)C2=CC=CC=C2)C=CC(=C1)Cl ((S)-(2,4-Dichlorobenzyl)-[1-(5-phenylpyridin-2-yl)-pyrrolidin-3-yl]-amine). Solvent: CO (methanol). Reaction SMILES: Br[C:2]1[CH:3]=[CH:4][C:5]([N:8]2[CH2:12][CH2:11][C@H:10]([NH:13][CH2:14][C:15]3[CH:20]=[CH:19][C:18]([Cl:21])=[CH:17][C:16]=3[Cl:22])[CH2:9]2)=[N:6][CH:7]=1.[C:23]1(B(O)O)[CH:28]=[CH:27][CH:26]=[CH:25][CH:24]=1.C(=O)([O-])[O-].[Na+].[Na+].COCCOC>CO>[CH3:14][CH:15]([CH2:16][CH2:17][CH3:18])[CH3:20].[Cl:22][C:16]1[CH:17]=[C:18]([Cl:21])[CH:19]=[CH:20][C:15]=1[CH2:14][NH:13][C@H:10]1[CH2:11][CH2:12][N:8]([C:5]2[CH:4]=[CH:3][C:2]([C:23]3[CH:28]=[CH:27][CH:26]=[CH:25][CH:24]=3)=[CH:7][N:6]=2)[CH2:9]1 |f:2.3.4|. Procedure details: Dissolve a mixture of (S)-[1-(5-bromopyridin-2-yl)-pyrrolidin-3-yl]-(2,4-dichlorobenzyl)-amine (330 mg, 0.82 mmol), phenylboronic acid (100 mg, 0.82 mmol), tetakis(triphenylphosphine)palladium (0) (50 mg, 0.04 mmol), 2 N sodium carbonate solution (0.5 mL, 3.3 mmol) in 15:85 ethylene glycol dimethyl ether:methanol (8 mL) and heat in microwave (CEM Discover, 200W) at 80° C. for 20 min. Concentrate to a residue and dissolve in chloroform and wash with saturated aqueous sodium chloride, dry (magnesi... Product: Nc1nc2ccccc2n1C1CCN(Cc2ccccc2)CC1. As a reaction SMILES: [CH3:29][CH2:30][OH:31].[ClH:28].[c:1]1([CH2:7][N:8]2[CH2:9][CH2:10][CH:11]([n:14]3[c:15](=[N:23][C:24](=[O:25])[O:26][CH3:27])[nH:16][c:17]4[c:18]3[cH:19][cH:20][cH:21][cH:22]4)[CH2:12][CH2:13]2)[cH:2][cH:3][cH:4][cH:5][cH:6]1>>[c:1]1([CH2:7][N:8]2[CH2:9][CH2:10][CH:11]([n:14]3[c:15]([NH2:23])[n:16][c:17]4[c:18]3[cH:19][cH:20][cH:21][cH:22]4)[CH2:12][CH2:13]2)[cH:2][cH:3][cH:4][cH:5][cH:6]1. Starting materials: CCO, Cl, COC(=O)N=c1[nH]c2ccccc2n1C1CCN(Cc2ccccc2)CC1. The reactants are C(C)(=O)C1=CC=C(C(=O)O)C=C1 (4-acetylbenzoic acid), aqueous solution, CNC (dimethylamine), C(CCl)Cl (EDC), C=1C=CC2=C(C1)N=NN2O (HOBT), CCN(C(C)C)C(C)C (DIEA). The solvent is CC#N (CH3CN). Reaction conditions: time 15 hour. Yields the product C(C)(=O)C1=CC=C(C(=O)N(C)C)C=C1 (4-acetyl-N,N-dimethylbenzamide). Isolated yield 84.2%. RXN SMILES: [C:1]([C:4]1[CH:12]=[CH:11][C:7]([C:8](O)=[O:9])=[CH:6][CH:5]=1)(=[O:3])[CH3:2].[CH3:13][NH:14][CH3:15].C(Cl)CCl.C1C=CC2N(O)N=NC=2C=1.CCN(C(C)C)C(C)C>CC#N>[C:1]([C:4]1[CH:12]=[CH:11][C:7]([C:8]([N:14]([CH3:15])[CH3:13])=[O:9])=[CH:6][CH:5]=1)(=[O:3])[CH3:2]. Procedure details: A mixture of 4-acetylbenzoic acid (10.0 g, 60.9 mmol), 40% aqueous solution of dimethylamine (8.24 g, 73.1 mmol), EDC (14.0 g, 73.1 mmol), HOBT (11.2 g, 73.1 mmol) and DIEA (21.3 mL, 122 mmol) in CH3CN (150 mL) was stirred at room temperature for 15 h and concentrated. The residue was dissolved in ethyl acetate (600 mL), washed with water (2×80 mL), brine (80 mL), dried (MgSO4) and concentrated to provide 4-acetyl-N,N-dimethylbenzamide (9.80 g, 84%). MS (E+) m/z: 191 (M+H); HPLC retention time: ... Reactants: C(C1=CC=CC=C1)NC1=C(C=NC=2N1N=CC2C(=O)OCC)C(=O)O (7-Benzylamino-3-ethoxycarbonylpyrazolo[1,5-a]pyrimidine-6-carboxylic acid), CC1CNCCC12C=CC1=CC=CC=C12 (3′-methylspiro[inden-1,4′-piperidine]). The product is C(C1=CC=CC=C1)NC1=C(C=NC=2N1N=CC2C(=O)OCC)C(=O)N2CC(C1(CC2)C=CC2=CC=CC=C21)C (7-Benzylamino-3-ethoxycarbonyl-6-(3′-methylspiro[inden-1,4′-piperidine]-1′-ylcarbonyl)pyrazolo[1,5-a]pyrimidine). Isolated yield 89.9%. RXN SMILES: [CH2:1]([NH:8][C:9]1[N:14]2[N:15]=[CH:16][C:17]([C:18]([O:20][CH2:21][CH3:22])=[O:19])=[C:13]2[N:12]=[CH:11][C:10]=1[C:23]([OH:25])=O)[C:2]1[CH:7]=[CH:6][CH:5]=[CH:4][CH:3]=1.[CH3:26][CH:27]1[C:32]2([C:40]3[C:35](=[CH:36][CH:37]=[CH:38][CH:39]=3)[CH:34]=[CH:33]2)[CH2:31][CH2:30][NH:29][CH2:28]1>>[CH2:1]([NH:8][C:9]1[N:14]2[N:15]=[CH:16][C:17]([C:18]([O:20][CH2:21][CH3:22])=[O:19])=[C:13]2[N:12]=[CH:11][C:10]=1[C:23]([N:29]1[CH2:30][CH2:31][C:32]2([C:40]3[C:35](=[CH:36][CH:37]=[CH:38][CH:39]=3)[CH:34]=[CH:33]2)[CH:27]([CH3:26])[CH2:28]1)=[O:25])[C:2]1[CH:7]=[CH:6][CH:5]=[CH:4][CH:3]=1. Procedure: In the same manner as in Example 21, step 5 and using 7-benzylamino-3-ethoxycarbonylpyrazolo[1,5-a]pyrimidine-6-carboxylic acid (0.066 g, 0.194 mmol) obtained in Example 21, step 4 and 3′-methylspiro[inden-1,4′-piperidine] (WO2004/028459, 0.043 g, 0.213 mmol), the title compound (0.091 g, 90%) was obtained. Starting materials: BrC1=NOC2(C1)CCN(CC2)C2=NC(=CC=C2[N+](=O)[O-])C (3-Bromo-8-(6-methyl-3-nitro-2-pyridyl)-1-oxa-2.8-diazaspiro[4.5]dec-2-ene), CC(C#C)C (3-methyl-1-butyne), C([O-])([O-])=O.[Na+].[Na+] (sodium carbonate), Cu, CC(C#C)C (3-methyl-1-butyne), C([O-])([O-])=O.[Na+].[Na+] (sodium carbonate). Run in C(Cl)Cl (CH2Cl2). Reaction conditions: temperature 120 celsius. Product: CC(C#CC1=NOC2(C1)CCN(CC2)C2=NC(=CC=C2[N+](=O)[O-])C)C (3-(3-Methylbut-1-ynyl)-8-(6-methyl-3-nitro-pyridin-2-yl)-1-oxa-2,8-diaza-spiro[4.5]dec-2-ene). Yield: 33.1%. As a reaction SMILES: Br[C:2]1[CH2:6][C:5]2([CH2:11][CH2:10][N:9]([C:12]3[C:17]([N+:18]([O-:20])=[O:19])=[CH:16][CH:15]=[C:14]([CH3:21])[N:13]=3)[CH2:8][CH2:7]2)[O:4][N:3]=1.[CH3:22][CH:23]([CH3:26])[C:24]#[CH:25].C(=O)([O-])[O-].[Na+].[Na+]>C(Cl)Cl>[CH3:22][CH:23]([CH3:26])[C:24]#[C:25][C:2]1[CH2:6][C:5]2([CH2:11][CH2:10][N:9]([C:12]3[C:17]([N+:18]([O-:20])=[O:19])=[CH:16][CH:15]=[C:14]([CH3:21])[N:13]=3)[CH2:8][CH2:7]2)[O:4][N:3]=1 |f:2.3.4|. Reported procedure: A mixture of Compound 19a (50 mg, 0.141 mmol), 3-methyl-1-butyne (48 mg, 0.705 mmol), sodium carbonate (74.6 mg, 0.704 mmol) and Cu (44.8 mg, 0.705 mmol) was heated in a sealed vessel at 120° C. for 32 h, adding every 8 h additional equal amounts of amounts of 3-methyl-1-butyne, sodium carbonate and Cu. Afterwards, the mixture was cooled, added with CH2Cl2, filtered on celite and evaporated to dryness in vacuo. The residue was purified by automated flash chromatography (SP1®TM-Biotage; gradient ...